The task is: describe an organic reaction: reactants, conditions, products, and yield. This data is from the Open Reaction Database (ORD), a public repository of structured organic reaction records. Reactants: ClCCl, COc1cc(N(C)C)ccc1-c1ccc2nonc2c1. Yields the product CN(C)c1ccc(-c2ccc3nonc3c2)c(O)c1. RXN SMILES: [Cl:21][CH2:22][Cl:23].[n:1]1[c:2]2[c:3]([n:4][o:5]1)[cH:6][c:7](-[c:10]1[c:11]([O:19][CH3:20])[cH:12][c:13]([N:16]([CH3:17])[CH3:18])[cH:14][cH:15]1)[cH:8][cH:9]2>>[n:1]1[c:2]2[c:3]([n:4][o:5]1)[cH:6][c:7](-[c:10]1[c:11]([OH:19])[cH:12][c:13]([N:16]([CH3:17])[CH3:18])[cH:14][cH:15]1)[cH:8][cH:9]2. Reactants: FC(F)(Br)Br, O=Cc1ccccc1, ClCCl, c1ccc(P(c2ccccc2)c2ccccc2)cc1. Yields the product FC(F)=Cc1ccccc1. RXN SMILES: [Br:20][C:21]([F:22])([F:23])[Br:24].[CH:25](=[O:26])[c:27]1[cH:28][cH:29][cH:30][cH:31][cH:32]1.[Cl:33][CH2:34][Cl:35].[c:1]1([P:2]([c:3]2[cH:4][cH:5][cH:6][cH:7][cH:8]2)[c:9]2[cH:10][cH:11][cH:12][cH:13][cH:14]2)[cH:15][cH:16][cH:17][cH:18][cH:19]1>>[C:21]([F:22])([F:23])=[CH:25][c:27]1[cH:28][cH:29][cH:30][cH:31][cH:32]1. The reactants are CCOCC (ether), C(CCC)[Li] (butyllithium), CC(CC(CP([O-])([O-])=O)=O)(C1=CC=CC=C1)C (dimethyl-2-oxo-4-phenylbutylphosphonate), CCOCC (ether), C(=O)[C@@H]1[C@H]2CC(O[C@H]2C[C@H]1OC(C1=CC=CC=C1)=O)=O ((1S,5R,6R,7R)-6-formyl-7-benzoyloxy-2-oxabicyclo[3,3,0]octan-3-one). Solvent: C(C)(=O)O (acetic acid), O1CCCC1 (tetrahydrofuran), CCCCCC (hexane). Reaction conditions: time 5 minute. Product: O=C(/C=C/[C@@H]1[C@H]2CC(O[C@H]2C[C@H]1OC(C1=CC=CC=C1)=O)=O)CCC1=CC=CC=C1 ((1S,5R,6R,7R)-6-[(E)-3-Oxo-5-phenyl-1-pentenyl]-7-benzoyloxy-2-oxabicyclo[3,3,0]octan-3-one). As a reaction SMILES: C([Li])CCC.C[C:7](C)([C:16]1[CH:21]=[CH:20][CH:19]=[CH:18][CH:17]=1)[CH2:8][C:9](=[O:15])[CH2:10]P(=O)([O-])[O-].CCOCC.[CH:28]([C@H:30]1[C@H:37]([O:38][C:39](=[O:46])[C:40]2[CH:45]=[CH:44][CH:43]=[CH:42][CH:41]=2)[CH2:36][C@H:35]2[C@@H:31]1[CH2:32][C:33](=[O:47])[O:34]2)=O>CCCCCC.C(O)(=O)C.O1CCCC1>[O:15]=[C:9]([CH2:8][CH2:7][C:16]1[CH:17]=[CH:18][CH:19]=[CH:20][CH:21]=1)/[CH:10]=[CH:28]/[C@H:30]1[C@H:37]([O:38][C:39](=[O:46])[C:40]2[CH:45]=[CH:44][CH:43]=[CH:42][CH:41]=2)[CH2:36][C@H:35]2[C@@H:31]1[CH2:32][C:33](=[O:47])[O:34]2. Reported procedure: At 20° under argon, 20 ml. of a 2-molar butyllithium solution in hexane was added dropwise to a solution of 11.2 g. of dimethyl-2-oxo-4-phenylbutylphosphonate in 400 ml. of ether. The mixture was stirred for 5 minutes and then 600 ml. of ether was added thereto and the mixture again stirred for 5 minutes at 20°. Thereafter, a solution of 9.26 g. of (1S,5R,6R,7R)-6-formyl-7-benzoyloxy-2-oxabicyclo[3,3,0]octan-3-one [J. Amer. Chem. Soc. 96, 5865 (1974)] in 150 ml. of tetrahydrofuran was added drop... Solvent: CN(C=O)C (N,N-dimethylformamide). RXN SMILES: [C:1]([O-:9])(=[O:8])[C:2]1[CH:7]=[CH:6][CH:5]=[CH:4][CH:3]=1.[Na+].Cl[CH2:12][C@H:13]1[CH2:17][O:16][C:15]([CH3:19])([CH3:18])[O:14]1>CN(C)C=O>[C:1]([O:9][CH2:12][C@H:13]1[CH2:17][O:16][C:15]([CH3:19])([CH3:18])[O:14]1)(=[O:8])[C:2]1[CH:7]=[CH:6][CH:5]=[CH:4][CH:3]=1 |f:0.1|. Product: C(C1=CC=CC=C1)(=O)OC[C@@H]1OC(OC1)(C)C ((R)-4-benzoyloxymethyl-2,2-dimethyl-1,3-dioxolane). The reactants are C(C1=CC=CC=C1)(=O)[O-].[Na+] (Sodium benzoate), ClC[C@@H]1OC(OC1)(C)C ((R)-4-chloromethyl-2,2-dimethyl-1,3-dioxolane). Reported procedure: Sodium benzoate (40.64 g, 0.282 mol) was added to a mixture of (R)-4-chloromethyl-2,2-dimethyl-1,3-dioxolane (42.38 g, 0.282 mol) prepared by the same manner as example 3 and N,N-dimethylformamide (400 ml) and the resulting mixture was stirred for 3 days at 150° C. After cooling the salt was filtered off and N,N-dimethylformamide was removed in vacuo and water was added to the residue and extracted with toluene. The extract was washed with saturated brine, dried over anhydrous sodium sulfate and... The yield is 88.0%. Run at temperature 150 celsius, time 3 day. Reactants: OCC=1OC=C(C(C1)=O)OCCCCCCCCCCCCCCCCCC (2-hydroxymethyl-5-octadecyloxy-4-pyranone), solution, C(CC)N (propylamine). The solvent is C(C)O (ethanol), O (water). Yields the product OCC=1N(C=C(C(C1)=O)OCCCCCCCCCCCCCCCCCC)CCC (2-Hydroxymethyl-5-octadecyloxy-1-propyl-4(1H) pyridone). RXN SMILES: [OH:1][CH2:2][C:3]1O[CH:5]=[C:6]([O:10][CH2:11][CH2:12][CH2:13][CH2:14][CH2:15][CH2:16][CH2:17][CH2:18][CH2:19][CH2:20][CH2:21][CH2:22][CH2:23][CH2:24][CH2:25][CH2:26][CH2:27][CH3:28])[C:7](=[O:9])[CH:8]=1.[CH2:29]([NH2:32])[CH2:30][CH3:31]>C(O)C.O>[OH:1][CH2:2][C:3]1[N:32]([CH2:29][CH2:30][CH3:31])[CH:5]=[C:6]([O:10][CH2:11][CH2:12][CH2:13][CH2:14][CH2:15][CH2:16][CH2:17][CH2:18][CH2:19][CH2:20][CH2:21][CH2:22][CH2:23][CH2:24][CH2:25][CH2:26][CH2:27][CH3:28])[C:7](=[O:9])[CH:8]=1. Procedure details: A mixture of 20.0 g (51 mMole) 2-hydroxymethyl-5-octadecyloxy-4-pyranone and 30 mL of a 40% solution of propylamine in ethanol is heated in an autoclave at 100°-110° C. for 5 hours. After cooling, the crystallizate formed is taken up in water, stirred, filtered off, dried and recrystallized from ethyl acetate, colorless crystals thereby being obtained; m.p 120°-121° C. Starting materials: O=C([O-])[O-], CI, CN(C)C=O, O=c1[nH]c(=O)n(C2CCCCC2)c2nocc12, [K+], [K+]. Product: Cn1c(=O)c2conc2n(C2CCCCC2)c1=O. RXN SMILES: [C:18](=[O:19])([O-:20])[O-:21].[CH3:24][I:25].[CH3:26][N:27]([CH3:28])[CH:29]=[O:30].[CH:1]1([n:7]2[c:8](=[O:17])[nH:9][c:10](=[O:16])[c:11]3[c:12]2[n:13][o:14][cH:15]3)[CH2:2][CH2:3][CH2:4][CH2:5][CH2:6]1.[K+:22].[K+:23]>>[CH:1]1([n:7]2[c:8](=[O:17])[n:9]([CH3:18])[c:10](=[O:16])[c:11]3[c:12]2[n:13][o:14][cH:15]3)[CH2:2][CH2:3][CH2:4][CH2:5][CH2:6]1.